describe an organic reaction: reactants, conditions, products, and yield From a dataset of the Open Reaction Database (ORD), a public repository of structured organic reaction records. The reactants are C1CCOC1, CCO, CCOC(=O)c1ccc(Sc2ccc(Cl)cc2)c([N+](=O)[O-])c1, [Na+], [OH-]. Yields the product O=C(O)c1ccc(Sc2ccc(Cl)cc2)c([N+](=O)[O-])c1. Reaction SMILES: [CH2:28]1[O:29][CH2:30][CH2:31][CH2:32]1.[CH3:25][CH2:26][OH:27].[Cl:1][c:2]1[cH:3][cH:4][c:5]([S:8][c:9]2[c:10]([N+:20](=[O:21])[O-:22])[cH:11][c:12]([C:13](=[O:14])[O:15][CH2:16][CH3:17])[cH:18][cH:19]2)[cH:6][cH:7]1.[Na+:24].[OH-:23]>>[Cl:1][c:2]1[cH:3][cH:4][c:5]([S:8][c:9]2[c:10]([N+:20](=[O:21])[O-:22])[cH:11][c:12]([C:13](=[O:14])[OH:15])[cH:18][cH:19]2)[cH:6][cH:7]1. The reactants are C(C)(C)(C)OC(=O)N(CCCOC=1C=C(C=C(C(=O)OC)C1)C(=O)OC)CC(C)C (dimethyl 5-(3-((tert-butoxycarbonyl)(isobutyl)amino)propoxy)isophthalate), [H-].[H-].[H-].[H-].[Li+].[Al+3] (LiAlH4). Solvent: C1CCOC1 (THF). Conditions: time 8 hour. Product: OCC=1C=C(OCCCN(C(OC(C)(C)C)=O)CC(C)C)C=C(C1)CO (tert-Butyl (3-(3,5-bis(hydroxymethyl)phenoxy)propyl)(isobutyl)carbamate). Yield: 52.9%. RXN SMILES: [C:1]([O:5][C:6]([N:8]([CH2:27][CH:28]([CH3:30])[CH3:29])[CH2:9][CH2:10][CH2:11][O:12][C:13]1[CH:14]=[C:15]([C:23](OC)=[O:24])[CH:16]=[C:17]([CH:22]=1)[C:18](OC)=[O:19])=[O:7])([CH3:4])([CH3:3])[CH3:2].[H-].[H-].[H-].[H-].[Li+].[Al+3]>C1COCC1>[OH:24][CH2:23][C:15]1[CH:14]=[C:13]([CH:22]=[C:17]([CH2:18][OH:19])[CH:16]=1)[O:12][CH2:11][CH2:10][CH2:9][N:8]([CH2:27][CH:28]([CH3:29])[CH3:30])[C:6](=[O:7])[O:5][C:1]([CH3:2])([CH3:3])[CH3:4] |f:1.2.3.4.5.6|. Procedure details: To a solution of dimethyl 5-(3-((tert-butoxycarbonyl)(isobutyl)amino)propoxy)isophthalate (0.60 g, 1.44 mmol) in THF (10 mL) was added LiAlH4 (0.30 g, 7.89 mmol). The reaction mixture was stirred for 8 h and subsequently quenched with 2N HCl (10 mL) and extracted with Et2O (2×25 mL) and EtOAc (2×25 mL). The combined organic layers were dried over Na2SO4, filtered, and concentrated under reduced pressure to afford the desired product (0.28 g, 54%) as an oil, which was used without further purific... Reactants: CSc1ccc(Oc2ccc(Br)cc2CN(C)C(=O)OC(C)(C)C)cc1, Cc1ccccc1, CC(C)N1CCNCC1, O=C(C=Cc1ccccc1)C=Cc1ccccc1, O=C(C=Cc1ccccc1)C=Cc1ccccc1, O=C(C=Cc1ccccc1)C=Cc1ccccc1, [Pd], [Pd]. Product: CSc1ccc(Oc2ccc(N3CCN(C(C)C)CC3)cc2CN(C)C(=O)OC(C)(C)C)cc1. Reaction SMILES: [C:1]([CH3:2])([CH3:3])([CH3:4])[O:5][C:6]([N:7]([CH3:8])[CH2:9][c:10]1[c:11]([O:17][c:18]2[cH:19][cH:20][c:21]([S:24][CH3:25])[cH:22][cH:23]2)[cH:12][cH:13][c:14]([Br:16])[cH:15]1)=[O:26].[CH3:36][c:37]1[cH:38][cH:39][cH:40][cH:41][cH:42]1.[CH:27]([CH3:28])([CH3:29])[N:30]1[CH2:31][CH2:32][NH:33][CH2:34][CH2:35]1.[O:45]=[C:46]([CH:47]=[CH:48][c:49]1[cH:50][cH:51][cH:52][cH:53][cH:54]1)[CH:55]=[CH:56][c:57]1[cH:58][cH:59][cH:60][cH:61][cH:62]1.[O:63]=[C:64]([CH:65]=[CH:66][c:67]1[cH:68][cH:69][cH:70][cH:71][cH:72]1)[CH:73]=[CH:74][c:75]1[cH:76][cH:77][cH:78][cH:79][cH:80]1.[O:81]=[C:82]([CH:83]=[CH:84][c:85]1[cH:86][cH:87][cH:88][cH:89][cH:90]1)[CH:91]=[CH:92][c:93]1[cH:94][cH:95][cH:96][cH:97][cH:98]1.[Pd:43].[Pd:44]>>[C:1]([CH3:2])([CH3:3])([CH3:4])[O:5][C:6]([N:7]([CH3:8])[CH2:9][c:10]1[c:11]([O:17][c:18]2[cH:19][cH:20][c:21]([S:24][CH3:25])[cH:22][cH:23]2)[cH:12][cH:13][c:14]([N:33]2[CH2:32][CH2:31][N:30]([CH:27]([CH3:28])[CH3:29])[CH2:35][CH2:34]2)[cH:15]1)=[O:26]. The reactants are ice, C(C)(C)N(CC[C@H](C1=CC=CC=C1)C1=C(C=CC=C1)O)C(C)C ((R)-N,N-diisopropyl-3-(2-hydroxyphenyl)-3-phenylpropanamine), [OH-].[Na+] (sodium hydroxide), N(=O)[O-].[Na+] (NaNO2), Cl (hydrochloric acid), CC1=CC=C(N)C=C1 (p-methylaniline). The solvent is C1CCOC1 (THF), O (H2O), ice water. Run at temperature 0 celsius, time 10 minute. Yields the product C(C)(C)N(CC[C@H](C1=CC=CC=C1)C1=C(C=CC(=C1)N=NC1=CC=C(C=C1)C)O)C(C)C ((R)-N,N-Diisopropyl-3-[2-hydroxy-5-(4-methylphenylazo)phenyl]-3-phenylpropanamine). Isolated yield 60.0%. Reaction SMILES: [N:1]([O-])=O.[Na+].Cl.[CH3:6][C:7]1[CH:13]=[CH:12][C:10]([NH2:11])=[CH:9][CH:8]=1.[CH:14]([N:17]([CH:34]([CH3:36])[CH3:35])[CH2:18][CH2:19][C@@H:20]([C:27]1[CH:32]=[CH:31][CH:30]=[CH:29][C:28]=1[OH:33])[C:21]1[CH:26]=[CH:25][CH:24]=[CH:23][CH:22]=1)([CH3:16])[CH3:15].[OH-].[Na+]>C1COCC1.O>[CH:34]([N:17]([CH:14]([CH3:16])[CH3:15])[CH2:18][CH2:19][C@@H:20]([C:27]1[CH:32]=[C:31]([N:1]=[N:11][C:10]2[CH:12]=[CH:13][C:7]([CH3:6])=[CH:8][CH:9]=2)[CH:30]=[CH:29][C:28]=1[OH:33])[C:21]1[CH:22]=[CH:23][CH:24]=[CH:25][CH:26]=1)([CH3:36])[CH3:35] |f:0.1,5.6|. Procedure: NaNO2 (0.27 g, 4.30 mmol) was added to a mixture of hydrochloric acid (0.64 mL, 7.70 mmol, conc.) and p-methylaniline (0.41 g, 3.80 mmol) in ice-water (20 mL). The mixture was stirred at 0° C. for 10 min. and then added to an ice-cold solution of (R)-N,N-diisopropyl-3-(2-hydroxyphenyl)-3-phenylpropanamine (1.00 g, 3.21 mmol) in THF (3 mL), H2O (12 mL) and sodium hydroxide (0.69 g, 17.32 mmol). After stirring the mixture for 20 minutes, it was extracted with toluene, dried (MgSO4), and evaporated... Starting materials: C(CCCCCCCCCCCCC)(=O)O (myristic acid), C(=O)(C=1NC=CN1)C=1NC=CN1 (carbonyl diimidazole), CN1CCNCC1 (1-Methyl-piperazine). The solvent is O1CCCC1 (tetrahydrofuran). Product: CN1CCN(CC1)C(CCCCCCCCCCCCC)=O (4-Methyl-1-(1-oxotetradecyl)piperazine). RXN SMILES: [C:1]([OH:16])(=O)[CH2:2][CH2:3][CH2:4][CH2:5][CH2:6][CH2:7][CH2:8][CH2:9][CH2:10][CH2:11][CH2:12][CH2:13][CH3:14].C(C1NC=CN=1)(C1NC=CN=1)=O.[CH3:29][N:30]1[CH2:35][CH2:34][NH:33][CH2:32][CH2:31]1>O1CCCC1>[CH3:29][N:30]1[CH2:35][CH2:34][N:33]([C:1](=[O:16])[CH2:2][CH2:3][CH2:4][CH2:5][CH2:6][CH2:7][CH2:8][CH2:9][CH2:10][CH2:11][CH2:12][CH2:13][CH3:14])[CH2:32][CH2:31]1. Procedure: 680 mg (3 meq) of myristic acid and 486 mg (3 meq) of carbonyl diimidazole are reacted in a minimum volume of tetrahydrofuran at ambient temperature for 1.5 hours. 1-Methyl-piperazine (0.33 ml, 3 meq) is added and reacted overnight at ambient temperature. The reaction mixture is evaporated under reduced pressure, dried in vacuo and purified on a column of silica gel in the system CH2Cl2 :CH3OH (5:1). The fractions having Rf 0.80 on TLC silica gel CH2Cl2 :CH3OH (5:1)-iodine are combined, evaporat... Reactants: N1=CC=CC=C1 (Pyridine), COC=1C=CC(=CC1)P2(=S)SP(=S)(S2)C=3C=CC(=CC3)OC (Lawesson's reagent), NC1=NN(C(C=C1)=O)C (3-amino-1-methyl-1,6-dihydropyridazin-6-one), ( 10 ), C(Cl)(Cl)Cl (chloroform). Run in CO (methanol). Product: NC1=NN(C(C=C1)=S)C (3-amino-1-methyl-1,6-dihydropyridazine-6-thione). The yield is 64.3%. Reaction SMILES: N1C=CC=CC=1.COC1C=CC(P2(SP(C3C=CC(OC)=CC=3)(=S)S2)=[S:16])=CC=1.[NH2:29][C:30]1[CH:35]=[CH:34][C:33](=O)[N:32]([CH3:37])[N:31]=1.C(Cl)(Cl)Cl>CO>[NH2:29][C:30]1[CH:35]=[CH:34][C:33](=[S:16])[N:32]([CH3:37])[N:31]=1. Procedure: Pyridine (5 ml) and a Lawesson's reagent (970 mg, 2.4 mmol) were added to 3-amino-1-methyl-1,6-dihydropyridazin-6-one (500 mg, 4 mmol) as described in Journal of Medicinal Chemistry, 34 (10), 3074 (1991), and the mixture was refluxed under heating for 5 hours. The reaction mixture was concentrated and the residue obtained was subjected to silica gel column chromatography (chloroform:methanol=100:1) to give 218 mg of 3-amino-1-methyl-1,6-dihydropyridazine-6-thione. Reactants: CCO, [Na+], [OH-], CCOC(=O)C(Cc1ccc(OCC=C2c3ccccc3CCc3ccccc32)cc1)OCC. The product is CCOC(Cc1ccc(OCC=C2c3ccccc3CCc3ccccc32)cc1)C(=O)O. As a reaction SMILES: [CH3:37][CH2:38][OH:39].[Na+:36].[OH-:35].[cH:1]1[cH:2][cH:3][cH:4][c:5]2[c:11]1[CH2:10][CH2:9][c:8]1[c:7]([cH:15][cH:14][cH:13][cH:12]1)[C:6]2=[CH:16][CH2:17][O:18][c:19]1[cH:20][cH:21][c:22]([CH2:25][CH:26]([C:27](=[O:28])[O:29][CH2:30][CH3:31])[O:32][CH2:33][CH3:34])[cH:23][cH:24]1>>[cH:1]1[cH:2][cH:3][cH:4][c:5]2[c:11]1[CH2:10][CH2:9][c:8]1[c:7]([cH:15][cH:14][cH:13][cH:12]1)[C:6]2=[CH:16][CH2:17][O:18][c:19]1[cH:20][cH:21][c:22]([CH2:25][CH:26]([C:27](=[O:28])[OH:29])[O:32][CH2:33][CH3:34])[cH:23][cH:24]1. The reactants are [Cl-].[Li+] (lithium chloride), N1=CC(=CC=C1)CN1[C@@H](C[C@H](C1)OS(=O)(=O)C)C(=O)OC ((2S,4R)-1-(3-pyridylmethyl)-2-methoxycarbonyl-4-methylsulfonyloxypyrrolidine), C(C)(=O)OCC (ethyl acetate). The solvent is polyethylene glycol-400, O (water). Reaction conditions: time 4.5 hour. The product is N1=CC(=CC=C1)CN1[C@@H](C[C@@H](C1)Cl)C(=O)OC ((2S,4S)-1-(3-pyridylmethyl)-2-methoxycarbonyl-4-chloropyrrolidine). Yield: 88.4%. Reaction SMILES: [N:1]1[CH:6]=[CH:5][CH:4]=[C:3]([CH2:7][N:8]2[CH2:12][C@H:11](OS(C)(=O)=O)[CH2:10][C@H:9]2[C:18]([O:20][CH3:21])=[O:19])[CH:2]=1.[Cl-:22].[Li+].C(OCC)(=O)C>O>[N:1]1[CH:6]=[CH:5][CH:4]=[C:3]([CH2:7][N:8]2[CH2:12][C@@H:11]([Cl:22])[CH2:10][C@H:9]2[C:18]([O:20][CH3:21])=[O:19])[CH:2]=1 |f:1.2|. Procedure: In an atmosphere of nitrogen, (2S,4R)-1-(3-pyridylmethyl)-2-methoxycarbonyl-4-methylsulfonyloxypyrrolidine (84.65 g) was dissolved in polyethylene glycol-400 (400 ml) followed by addition of lithium chloride (40 g, 0.943 mol). The mixture was warmed to 85°-90° C. and stirred at that temperature for 4-5 hours. The reaction mixture was then cooled to -20°~-25° C. and ethyl acetate (800 ml)-water (400 ml) was added thereto for extraction. After phase separation, the aqueous layer was adjusted to pH... Starting materials: CC(=O)OCCBr, CN1CCCC1=O, [Na+], [Na+], O=C([O-])[O-], O=C1C(=NO)Oc2ccccc21, O. Yields the product CC(=O)OCCON=C1Oc2ccccc2C1=O. Reaction SMILES: [C:19]([CH3:20])(=[O:21])[O:22][CH2:23][CH2:24][Br:25].[CH3:27][N:28]1[CH2:29][CH2:30][CH2:31][C:32]1=[O:33].[Na+:13].[Na+:14].[O-:15][C:16](=[O:17])[O-:18].[O:1]1[C:2](=[N:11][OH:12])[C:3](=[O:10])[c:4]2[c:5]1[cH:6][cH:7][cH:8][cH:9]2.[OH2:26]>>[O:1]1[C:2](=[N:11][O:12][CH2:24][CH2:23][O:22][C:19]([CH3:20])=[O:21])[C:3](=[O:10])[c:4]2[c:5]1[cH:6][cH:7][cH:8][cH:9]2. Product: O=C(C(=CN1CCCC1)CCN1CCC(=Cc2ccccc2F)CC1)c1ccc(F)cc1. Reactants: O=C([O-])[O-], C1CCNC1, CN(C)C=O, Cl, O=C(CCCN1CCC(=Cc2ccccc2F)CC1)c1ccc(F)cc1, [K+], [K+]. RXN SMILES: [C:28](=[O:29])([O-:30])[O-:31].[CH2:34]1[CH2:35][CH2:36][NH:37][CH2:38]1.[CH3:39][N:40]([CH3:41])[CH:42]=[O:43].[ClH:1].[F:2][c:3]1[cH:4][cH:5][c:6]([C:9]([CH2:10][CH2:11][CH2:12][N:13]2[CH2:14][CH2:15][C:16](=[CH:19][c:20]3[c:21]([F:26])[cH:22][cH:23][cH:24][cH:25]3)[CH2:17][CH2:18]2)=[O:27])[cH:7][cH:8]1.[K+:32].[K+:33]>>[F:2][c:3]1[cH:4][cH:5][c:6]([C:9]([C:10]([CH2:11][CH2:12][N:13]2[CH2:14][CH2:15][C:16](=[CH:19][c:20]3[c:21]([F:26])[cH:22][cH:23][cH:24][cH:25]3)[CH2:17][CH2:18]2)=[CH:28][N:37]2[CH2:36][CH2:35][CH2:34][CH2:38]2)=[O:27])[cH:7][cH:8]1.